From a dataset of the Open Reaction Database (ORD), a public repository of structured organic reaction records. describe an organic reaction: reactants, conditions, products, and yield The reactants are C(#N)C1=CC=C(OCCCCCOC=2C=CC(=C(OC(C(=O)O)(C)C)C2)C(=O)N(C(C)C)C(C)C)C=C1 (2-[5-[5-(4-cyanophenoxy)pentyloxy]-2-[N,N-bis(1-methylethyl)aminocarbonyl]phenoxy]-2-methylpropanoic acid), Cl.C(C)N=C=NCCCN(C)C (1-ethyl-3-[3-(dimethylamino)propyl]-carbodiimide hydrochloride), OC1=CC=CC=2NN=NC21 (hydroxybenztriazole), C(C)O (ethanol). Solvent: ClCCl (dichloromethane). Run at time 3 day. Product: C(#N)C1=CC=C(OCCCCCOC=2C=CC(=C(OC(C(=O)OCC)(C)C)C2)C(=O)N(C(C)C)C(C)C)C=C1 (ethyl 2-[5-[5-(4-cyanophenoxy)pentyloxy]-2-[N,N-bis(1-methylethyl)aminocarbonyl]phenoxy]-2- methylpropanoate). As a reaction SMILES: [C:1]([C:3]1[CH:37]=[CH:36][C:6]([O:7][CH2:8][CH2:9][CH2:10][CH2:11][CH2:12][O:13][C:14]2[CH:15]=[CH:16][C:17]([C:27]([N:29]([CH:33]([CH3:35])[CH3:34])[CH:30]([CH3:32])[CH3:31])=[O:28])=[C:18]([CH:26]=2)[O:19][C:20]([CH3:25])([CH3:24])[C:21]([OH:23])=[O:22])=[CH:5][CH:4]=1)#[N:2].Cl.[CH2:39](N=C=NCCCN(C)C)[CH3:40].OC1C2N=NNC=2C=CC=1.C(O)C>ClCCl>[C:1]([C:3]1[CH:4]=[CH:5][C:6]([O:7][CH2:8][CH2:9][CH2:10][CH2:11][CH2:12][O:13][C:14]2[CH:15]=[CH:16][C:17]([C:27]([N:29]([CH:30]([CH3:32])[CH3:31])[CH:33]([CH3:35])[CH3:34])=[O:28])=[C:18]([CH:26]=2)[O:19][C:20]([CH3:25])([CH3:24])[C:21]([O:23][CH2:39][CH3:40])=[O:22])=[CH:36][CH:37]=1)#[N:2] |f:1.2|. Reported procedure: A stirred solution of 2-[5-[5-(4-cyanophenoxy)pentyloxy]-2-[N,N-bis(1-methylethyl)aminocarbonyl]phenoxy]-2-methylpropanoic acid (2.0 g, 4.0 mmol) in 50 mL of dichloromethane is treated with 1-ethyl-3-[3-(dimethylamino)propyl]-carbodiimide hydrochloride (770 mg, 4.0 mmol), hydroxybenztriazole (540 mg, 4.0 mmol), and ethanol (220 mg, 4.8 mmol) and stirred at room temperature over 3 days. The reaction is concentrated in vacuo and purified by chromatography on silica gel (60 g) with 40-50% ethyl ace... Starting materials: C1(=CC=CC=C1)N1N=C(C=C1CC1N=C(CCCC1)OC)C1=CC=CC=C1 (2-[(1,3-diphenyl-1H-pyrazol-5-yl)methyl]-3,4,5,6-tetrahydro-7-methoxy-2H-azepine), [Cl-].[NH4+] (ammonium chloride). Yields the product Cl.C1(=CC=CC=C1)N1N=C(C=C1CC1CCCCC(N1)=N)C1=CC=CC=C1 (7-[(1,3-diphenyl-1H-pyrazol-5-yl)methyl]hexahydro-2H-azepin-2-imine, monohydrochloride). Reaction SMILES: [C:1]1([N:7]2[C:11]([CH2:12][CH:13]3[CH2:19][CH2:18][CH2:17][CH2:16][C:15](OC)=[N:14]3)=[CH:10][C:9]([C:22]3[CH:27]=[CH:26][CH:25]=[CH:24][CH:23]=3)=[N:8]2)[CH:6]=[CH:5][CH:4]=[CH:3][CH:2]=1.[Cl-:28].[NH4+:29]>>[ClH:28].[C:1]1([N:7]2[C:11]([CH2:12][CH:13]3[NH:14][C:15](=[NH:29])[CH2:16][CH2:17][CH2:18][CH2:19]3)=[CH:10][C:9]([C:22]3[CH:27]=[CH:26][CH:25]=[CH:24][CH:23]=3)=[N:8]2)[CH:6]=[CH:5][CH:4]=[CH:3][CH:2]=1 |f:1.2,3.4|. Procedure details: The title material of Example 147 is reacted with ammonium chloride by the method of Example 5 to generate the title compound. Starting materials: ClC1=CC=C(C=C1)SC1CN(C1)C(=O)Cl (3-[(4-chlorophenyl)thio]-1-azetidinecarbonyl chloride), C(C=C)N (2-propenylamine). The solvent is O1CCCC1 (tetrahydrofuran), O (water). Run at time 3 hour. Product: ClC1=CC=C(C=C1)SC1CN(C1)C(=O)NCC=C (3-[(4-Chlorophenyl)thio]-N-(2-propenyl)-1-azetidinecarboxamide). RXN SMILES: [Cl:1][C:2]1[CH:7]=[CH:6][C:5]([S:8][CH:9]2[CH2:12][N:11]([C:13](Cl)=[O:14])[CH2:10]2)=[CH:4][CH:3]=1.[CH2:16]([NH2:19])[CH:17]=[CH2:18]>O1CCCC1.O>[Cl:1][C:2]1[CH:7]=[CH:6][C:5]([S:8][CH:9]2[CH2:12][N:11]([C:13]([NH:19][CH2:16][CH:17]=[CH2:18])=[O:14])[CH2:10]2)=[CH:4][CH:3]=1. Procedure: A stirred solution of 2.6 g (0.01 mole) of 3-[(4-chlorophenyl)thio]-1-azetidinecarbonyl chloride in 20 ml of tetrahydrofuran was cooled in a water bath and treated with 2.2 g (0.02 mole) of 2-propenylamine. After stirring for 3 hr, the reaction mixture was diluted with 200 ml of water and the product separated as a yellow oil. The oil slowly solidified to yield a dull orange-red waxy material. After decanting the water and allowing the residue to air dry, the residue was triturated 5 times with ... Reaction SMILES: [CH3:1][O:2][CH:3]1[CH2:4][CH2:5][C:6]2([O:7][CH2:10][CH2:9][O:8]2)[CH2:11][CH2:12]1.[ClH:13].[O:14]1[CH2:15][CH2:16][CH2:17][CH2:18]1>>[CH3:1][O:2][CH:3]1[CH2:4][CH2:5][C:6](=[O:7])[CH2:11][CH2:12]1. Product: COC1CCC(=O)CC1. The reactants are COC1CCC2(CC1)OCCO2, Cl, C1CCOC1.